Dataset: the Open Reaction Database (ORD), a public repository of structured organic reaction records. Task: describe an organic reaction: reactants, conditions, products, and yield Starting materials: COC(=O)c1sccc1OS(=O)(=O)c1ccc(C)cc1, CCCCCCC, C#CCCCCC, ClCCl. The product is CCCCCC#Cc1ccsc1C(=O)OC. Reaction SMILES: [CH3:1][O:2][C:3](=[O:4])[c:5]1[s:6][cH:7][cH:8][c:9]1[O:10][S:11]([c:12]1[cH:13][cH:14][c:15]([CH3:16])[cH:17][cH:18]1)(=[O:19])=[O:20].[CH3:28][CH2:29][CH2:30][CH2:31][CH2:32][CH2:33][CH3:34].[CH:21]#[C:22][CH2:23][CH2:24][CH2:25][CH2:26][CH3:27].[Cl:35][CH2:36][Cl:37]>>[CH3:1][O:2][C:3](=[O:4])[c:5]1[s:6][cH:7][cH:8][c:9]1[C:21]#[C:22][CH2:23][CH2:24][CH2:25][CH2:26][CH3:27]. The reactants are COc1ccc(-c2ccccc2)c2sc(Cl)nc12, NCc1cccnc1, C1COCCO1. The product is COc1ccc(-c2ccccc2)c2sc(NCc3cccnc3)nc12. As a reaction SMILES: [Cl:1][c:2]1[s:3][c:4]2[c:5]([n:6]1)[c:7]([O:17][CH3:18])[cH:8][cH:9][c:10]2-[c:11]1[cH:12][cH:13][cH:14][cH:15][cH:16]1.[NH2:19][CH2:20][c:21]1[cH:22][n:23][cH:24][cH:25][cH:26]1.[O:27]1[CH2:28][CH2:29][O:30][CH2:31][CH2:32]1>>[c:2]1([NH:19][CH2:20][c:21]2[cH:22][n:23][cH:24][cH:25][cH:26]2)[s:3][c:4]2[c:5]([n:6]1)[c:7]([O:17][CH3:18])[cH:8][cH:9][c:10]2-[c:11]1[cH:12][cH:13][cH:14][cH:15][cH:16]1. Starting materials: C(C)OC=1C=C(CN2CCC(CC2)NC(C2=CC(=CC(=C2)OC)O)=O)C=C(C1F)OCC (N-[1-(3,5-Diethoxy-4-fluoro-benzyl)-piperidin-4-yl]-3-hydroxy-5-methoxy-benzamide), C(C)OC1=C(C(=CC(=C1)C=O)OCC)C1=CC=C(C=C1)F (2,6-Diethoxy-4′-fluoro-biphenyl-4-carbaldehyde), C(#N)[BH3-].[Na+] (sodium cyanoborohydride), C(C)N(C(C)C)C(C)C (N-ethyl-diisopropylamine). The solvent is C(C)O (ethanol), C(C)(=O)O (acetic acid). Yields the product C(C)OC1=C(C(=CC(=C1)CN1CCC(CC1)NC(C1=CC(=CC(=C1)OC)O)=O)OCC)C1=CC=C(C=C1)F (N-[1-(2,6-Diethoxy-4′-fluoro-biphenyl-4-ylmethyl)-piperidin-4-yl]-3-hydroxy-5-methoxy-benzamide). RXN SMILES: [CH2:1]([O:3][C:4]1[CH:5]=[C:6]([CH:26]=[C:27]([O:30][CH2:31][CH3:32])[C:28]=1F)[CH2:7][N:8]1[CH2:13][CH2:12][CH:11]([NH:14][C:15](=[O:25])[C:16]2[CH:21]=[C:20]([O:22][CH3:23])[CH:19]=[C:18]([OH:24])[CH:17]=2)[CH2:10][CH2:9]1)[CH3:2].C(OC1C=C(C=O)C=C(OCC)C=1[C:47]1[CH:52]=[CH:51][C:50]([F:53])=[CH:49][CH:48]=1)C.C([BH3-])#N.[Na+].C(N(C(C)C)C(C)C)C>C(O)C.C(O)(=O)C>[CH2:1]([O:3][C:4]1[CH:5]=[C:6]([CH2:7][N:8]2[CH2:9][CH2:10][CH:11]([NH:14][C:15](=[O:25])[C:16]3[CH:21]=[C:20]([O:22][CH3:23])[CH:19]=[C:18]([OH:24])[CH:17]=3)[CH2:12][CH2:13]2)[CH:26]=[C:27]([O:30][CH2:31][CH3:32])[C:28]=1[C:47]1[CH:52]=[CH:51][C:50]([F:53])=[CH:49][CH:48]=1)[CH3:2] |f:2.3|. Procedure details: In analogy to the procedure described in example 50k), 3-hydroxy-5-methoxy-N-piperidin-4-yl-benzamide hydrochloride (example 257) was reacted with 2,6-diethoxy-4′-fluoro-biphenyl-4-carbaldehyde (example 102), sodium cyanoborohydride, N-ethyl-diisopropylamine and acetic acid in ethanol at 50° C. to yield the title compound as colorless amorphous solid. MS: 523.3 (MH+). The reactants are BrB(Br)Br, COc1cc([N+](=O)[O-])ccc1Br, ClCCl, [K+], O, O=P([O-])(O)O. The product is O=[N+]([O-])c1ccc(Br)c(O)c1. RXN SMILES: [B:16]([Br:17])([Br:18])[Br:19].[Br:1][c:2]1[c:3]([O:11][CH3:12])[cH:4][c:5]([N+:8](=[O:9])[O-:10])[cH:6][cH:7]1.[Cl:13][CH2:14][Cl:15].[K+:25].[OH2:26].[P:20]([O-:21])([OH:22])([OH:23])=[O:24]>>[Br:1][c:2]1[c:3]([OH:11])[cH:4][c:5]([N+:8](=[O:9])[O-:10])[cH:6][cH:7]1. Starting materials: ClCCl, O=[Cr](=O)([O-])Cl, CS(=O)(=O)c1ccc(C(CC2CCCC2O)C(=O)Nc2nccs2)cc1, c1cc[nH+]cc1. The product is CS(=O)(=O)c1ccc(C(CC2CCCC2=O)C(=O)Nc2nccs2)cc1. As a reaction SMILES: [CH2:38]([Cl:39])[Cl:40].[O:27]=[Cr:28]([Cl:29])([O-:30])=[O:31].[OH:1][CH:2]1[CH:3]([CH2:7][CH:8]([C:9](=[O:10])[NH:11][c:12]2[s:13][cH:14][cH:15][n:16]2)[c:17]2[cH:18][cH:19][c:20]([S:23](=[O:24])(=[O:25])[CH3:26])[cH:21][cH:22]2)[CH2:4][CH2:5][CH2:6]1.[nH+:32]1[cH:33][cH:34][cH:35][cH:36][cH:37]1>>[O:1]=[C:2]1[CH:3]([CH2:7][CH:8]([C:9](=[O:10])[NH:11][c:12]2[s:13][cH:14][cH:15][n:16]2)[c:17]2[cH:18][cH:19][c:20]([S:23](=[O:24])(=[O:25])[CH3:26])[cH:21][cH:22]2)[CH2:4][CH2:5][CH2:6]1. Starting materials: CC(=O)[O-], C[S-], Cl, Nc1ccc2c(c1)C(=O)CCCC2, [Na+], [Na+], [Na+], [Na+], [Na+], [OH-], O, O, O, O, O=S([O-])[O-]. Product: CSc1ccc2c(c1)C(=O)CCCC2. As a reaction SMILES: [C:24]([O-:25])(=[O:26])[CH3:27].[CH3:29][S-:30].[ClH:20].[NH2:7][c:8]1[cH:9][c:10]2[c:11]([cH:18][cH:19]1)[CH2:12][CH2:13][CH2:14][CH2:15][C:16]2=[O:17].[Na+:28].[Na+:31].[Na+:33].[Na+:5].[Na+:6].[OH-:32].[OH2:21].[OH2:22].[OH2:23].[OH2:34].[S:1]([O-:2])([O-:3])=[O:4]>>[c:8]1([S:30][CH3:29])[cH:9][c:10]2[c:11]([cH:18][cH:19]1)[CH2:12][CH2:13][CH2:14][CH2:15][C:16]2=[O:17]. The reactants are C(C)(C)N(C(C)C)CC (N,N-diisopropylethylamine), ClC1=CC=C(C=C1)C=1N(C(N(N1)S(=O)(=O)C1=NC=NN1)=O)CC1=CC=C(C=C1)OC (5-(4-Chlorophenyl)-4-(4-methoxybenzyl)-2-(1H-1,2,4-triazol-5-ylsulfonyl)-2,4-dihydro-3H-1,2,4-triazol-3-one), FC(C1=C(CBr)C=CC=C1)(F)F (2-(trifluoromethyl)benzyl bromide). The product is ClC1=CC=C(C=C1)C=1N(C(N(N1)S(=O)(=O)C1=NC=NN1CC1=C(C=CC=C1)C(F)(F)F)=O)CC1=CC=C(C=C1)OC (5-(4-Chlorophenyl)-4-(4-methoxybenzyl)-2-({1-[2-(trifluoromethyl)benzyl]-1H-1,2,4-triazol-5-yl}-sulfonyl)-2,4-dihydro-3H-1,2,4-triazol-3-one). As a reaction SMILES: [Cl:1][C:2]1[CH:7]=[CH:6][C:5]([C:8]2[N:9]([CH2:22][C:23]3[CH:28]=[CH:27][C:26]([O:29][CH3:30])=[CH:25][CH:24]=3)[C:10](=[O:21])[N:11]([S:13]([C:16]3[NH:20][N:19]=[CH:18][N:17]=3)(=[O:15])=[O:14])[N:12]=2)=[CH:4][CH:3]=1.C(N(CC)C(C)C)(C)C.[F:40][C:41]([F:51])([F:50])[C:42]1[CH:49]=[CH:48][CH:47]=[CH:46][C:43]=1[CH2:44]Br>ClCCl>[Cl:1][C:2]1[CH:7]=[CH:6][C:5]([C:8]2[N:9]([CH2:22][C:23]3[CH:28]=[CH:27][C:26]([O:29][CH3:30])=[CH:25][CH:24]=3)[C:10](=[O:21])[N:11]([S:13]([C:16]3[N:20]([CH2:44][C:43]4[CH:46]=[CH:47][CH:48]=[CH:49][C:42]=4[C:41]([F:40])([F:50])[F:51])[N:19]=[CH:18][N:17]=3)(=[O:15])=[O:14])[N:12]=2)=[CH:4][CH:3]=1. Conditions: time 20 hour. Run in ClCCl (dichloromethane), ClCCl (dichloromethane). Procedure: 334 mg (0.75 mmol) of the compound from Example 94A were dissolved in 5 ml of dichloromethane, and 154 μl (0.93 mmol) of N,N-diisopropylethylamine were added. 223 mg (0.93 mmol) of 2-(trifluoromethyl)benzyl bromide dissolved in 0.5 ml of dichloromethane were then added, and the mixture was stirred at RT for 20 h. For work-up, the mixture was concentrated under reduced pressure and the crude product was purified chromatographically [Method 19]. This gave 245 mg (54% of theory) of the target compo... Reactants: CC1=C(C=O)C(=CC(=C1C)C)C (2,3,4,6-tetramethylbenzaldehyde), C1(CCCCC1)=O (cyclohexanone). Reagents/catalysts: C(C)(=O)[O-].[Co+2].C(C)(=O)[O-] (cobalt (II) acetate), C(C)(=O)O (acetic acid). Product: CC1=C(C(=O)O)C(=CC(=C1C)C)C (2,3,4,6-tetramethylbenzoic acid). The yield is 58.4%. RXN SMILES: [CH3:1][C:2]1[C:9]([CH3:10])=[C:8]([CH3:11])[CH:7]=[C:6]([CH3:12])[C:3]=1[CH:4]=[O:5].C1(=[O:19])CCCCC1>C(O)(=O)C.C([O-])(=O)C.[Co+2].C([O-])(=O)C>[CH3:1][C:2]1[C:9]([CH3:10])=[C:8]([CH3:11])[CH:7]=[C:6]([CH3:12])[C:3]=1[C:4]([OH:19])=[O:5] |f:3.4.5|. Procedure details: To a flask equipped with an oxygen inlet, stirrer and condenser were added 2,3,4,6-tetramethylbenzaldehyde (8.10 g, 50 mmol), 20 mL (0.194 mol) of cyclohexanone and 4 mg of cobalt (II) acetate dissolved in several drops of acetic acid. Oxygen was bubbled in while the solution was rapidly stirred. After 21/2 hr at room temperature and 4 hr at 50° the solution was poured into a separatory funnel and extracted with 100 mL, then 50 mL, of 3% aqueous sodium bicarbonate solution. The combined aqueous ... The reactants are COc1ccc(Br)cc1OC, CCOc1ccc(-c2nc(C=O)cs2)cc1OCC, [Cl-], [NH4+], C1CCOC1. The product is CCOc1ccc(-c2nc(C(O)c3ccc(OC)c(OC)c3)cs2)cc1OCC. Reaction SMILES: [Br:1][c:2]1[cH:3][c:4]([O:10][CH3:11])[c:5]([O:8][CH3:9])[cH:6][cH:7]1.[CH2:12]([CH3:13])[O:14][c:15]1[cH:16][c:17](-[c:24]2[s:25][cH:26][c:27]([CH:29]=[O:30])[n:28]2)[cH:18][cH:19][c:20]1[O:21][CH2:22][CH3:23].[Cl-:31].[NH4+:32].[O:33]1[CH2:34][CH2:35][CH2:36][CH2:37]1>>[c:2]1([CH:29]([c:27]2[cH:26][s:25][c:24](-[c:17]3[cH:16][c:15]([O:14][CH2:12][CH3:13])[c:20]([O:21][CH2:22][CH3:23])[cH:19][cH:18]3)[n:28]2)[OH:30])[cH:3][c:4]([O:10][CH3:11])[c:5]([O:8][CH3:9])[cH:6][cH:7]1.